From a dataset of the Open Reaction Database (ORD), a public repository of structured organic reaction records. describe an organic reaction: reactants, conditions, products, and yield Reactants: C(CC(O)(C(=O)O)CC(=O)O)(=O)O (citric acid), FC1=C(C=C(N)C=C1)[N+](=O)[O-] (4-fluoro-3-nitroaniline), OC1=C(C=C(C=C1)CC(=O)O)OC (4-hydroxy-3-methoxyphenylacetic acid), C([O-])([O-])=O.[Cs+].[Cs+] (cesium carbonate). Solvent: CS(=O)C (methylsulfoxide), O (water). Conditions: temperature 120 celsius. The product is NC1=CC(=C(OC2=C(C=C(C=C2)CC(=O)O)OC)C=C1)[N+](=O)[O-] (2-(4-(4-Amino-2-nitrophenoxy)-3-methoxyphenyl)acetic acid). Reaction SMILES: F[C:2]1[CH:8]=[CH:7][C:5]([NH2:6])=[CH:4][C:3]=1[N+:9]([O-:11])=[O:10].[OH:12][C:13]1[CH:18]=[CH:17][C:16]([CH2:19][C:20]([OH:22])=[O:21])=[CH:15][C:14]=1[O:23][CH3:24].C(=O)([O-])[O-].[Cs+].[Cs+].C(O)(=O)CC(CC(O)=O)(C(O)=O)O>CS(C)=O.O>[NH2:6][C:5]1[CH:7]=[CH:8][C:2]([O:12][C:13]2[CH:18]=[CH:17][C:16]([CH2:19][C:20]([OH:22])=[O:21])=[CH:15][C:14]=2[O:23][CH3:24])=[C:3]([N+:9]([O-:11])=[O:10])[CH:4]=1 |f:2.3.4|. Reported procedure: A mixture of 4-fluoro-3-nitroaniline (3.45 g, 22.1 mmol), 4-hydroxy-3-methoxyphenylacetic acid (4.03 g, 22.1 mmol) and cesium carbonate (18.0 g, 55.3 mmol) in methylsulfoxide (40 mL) was heated to 120° C. (external temperature, oil bath) overnight. After 16 h the reaction was poured into water and the pH adjusted to <4 by addition of citric acid. The aqueous mixture was extracted twice with ethyl acetate. The combined organic extracts were washed with water then brine. The organic separation was... Starting materials: C(=O)([O-])[O-].[Na+].[Na+] (Na2CO3), C(C(C)(C)C)(=O)O (pivalic acid), C1(=CC=C(C=C1)NC1=CC=2C(C3=CC=CC=C3C2C=C1)(C)C)C1=CC=CC=C1 (biphenyl-4-yl-(9,9-dimethyl-9H-fluoren-2-yl)amine), C([O-])([O-])=O.[K+].[K+] (potassium carbonate). Reagents/catalysts: C(C)(=O)[O-].[Pd+2].C(C)(=O)[O-] (palladium(II)acetate), C(C)(=O)[O-].[Pd+2].C(C)(=O)[O-] (palladium(II)acetate). Procedure details: 50 ml of pivalic acid are added to 20 g of biphenyl-4-yl-(9,9-dimethyl-9H-fluoren-2-yl)amine (55.3 mmol), 1.2 g of palladium(II)acetate (5.5 mmol) and 0.8 g of potassium carbonate (5.5 mmol), and the mixture is stirred at 120° C. for 9 h. After this time, 1.2 g of palladium(II)acetate (5.5 mmol) are added, and the mixture is stirred at 120° C. for a further 9 h. 300 ml of dichloromethane and 0.1 M Na2CO3 solution are then added. The mixture is partitioned between water and dichloromethane, the a... Solvent: ClCCl (dichloromethane). Reaction conditions: temperature 120 celsius, time 9 hour. The product is CC1(C2=CC=CC=C2C=2C1=CC=1NC3=CC=C(C=C3C1C2)C2=CC=CC=C2)C (12,12-dimethyl-7-phenyl-10,12-dihydro-10-azaindeno[2,1-b]fluorene). Reaction SMILES: C(O)(=O)C(C)(C)C.[C:8]1([C:30]2[CH:35]=[CH:34][CH:33]=[CH:32][CH:31]=2)[CH:13]=[CH:12][C:11]([NH:14][C:15]2[CH:27]=[CH:26][C:25]3[C:24]4[C:19](=[CH:20][CH:21]=[CH:22][CH:23]=4)[C:18]([CH3:29])([CH3:28])[C:17]=3[CH:16]=2)=[CH:10][CH:9]=1.C(=O)([O-])[O-].[K+].[K+].C([O-])([O-])=O.[Na+].[Na+]>C([O-])(=O)C.[Pd+2].C([O-])(=O)C.ClCCl>[CH3:28][C:18]1([CH3:29])[C:17]2=[CH:16][C:15]3[NH:14][C:11]4[C:12]([C:27]=3[CH:26]=[C:25]2[C:24]2[C:19]1=[CH:20][CH:21]=[CH:22][CH:23]=2)=[CH:13][C:8]([C:30]1[CH:31]=[CH:32][CH:33]=[CH:34][CH:35]=1)=[CH:9][CH:10]=4 |f:2.3.4,5.6.7,8.9.10|.